From a dataset of the Open Reaction Database (ORD), a public repository of structured organic reaction records. describe an organic reaction: reactants, conditions, products, and yield Starting materials: C(C)(C)(C)OC(=O)CON=C(C)C1=CC(=C(NS(=O)(=O)C)C=C1)OC1=C(C=C(C=C1)F)F (4'-[1-(tert-butyloxycarbonylmethoxyimino)ethyl]-2'-(2,4-difluorophenoxy)methanesulfonanilide), C1(=CC=CC=C1)OC (anisole), FC(C(=O)O)(F)F (trifluoroacetic acid). The solvent is ClCCl (dichloromethane). Yields the product C(=O)(O)CON=C(C)C1=CC(=C(NS(=O)(=O)C)C=C1)OC1=C(C=C(C=C1)F)F (4'-[1-(carboxymethoxyimino)ethyl]-2'-(2,4-difluorophenoxy)methanesulfonanilide). Isolated yield 65.5%. Reaction SMILES: C([O:5][C:6]([CH2:8][O:9][N:10]=[C:11]([C:13]1[CH:23]=[CH:22][C:16]([NH:17][S:18]([CH3:21])(=[O:20])=[O:19])=[C:15]([O:24][C:25]2[CH:30]=[CH:29][C:28]([F:31])=[CH:27][C:26]=2[F:32])[CH:14]=1)[CH3:12])=[O:7])(C)(C)C.C1(OC)C=CC=CC=1.FC(F)(F)C(O)=O>ClCCl>[C:6]([CH2:8][O:9][N:10]=[C:11]([C:13]1[CH:23]=[CH:22][C:16]([NH:17][S:18]([CH3:21])(=[O:19])=[O:20])=[C:15]([O:24][C:25]2[CH:30]=[CH:29][C:28]([F:31])=[CH:27][C:26]=2[F:32])[CH:14]=1)[CH3:12])([OH:7])=[O:5]. Procedure: A solution of 4'-[1-(tert-butyloxycarbonylmethoxyimino)ethyl]-2'-(2,4-difluorophenoxy)methanesulfonanilide (2.6 g), anisole (2 ml), and trifluoroacetic acid (6 ml) in dichloromethane (50 ml) was stirred for 5 hours at room temperature. The mixture was concentrated, and the residue was dissolved in an aqueous solution of sodium bicarbonate and washed with ethyl acetate. The aqueous layer was acidified with hydrochloric acid and extracted with ethyl acetate. The extract was washed with water, drie...